Dataset: the Open Reaction Database (ORD), a public repository of structured organic reaction records. Task: describe an organic reaction: reactants, conditions, products, and yield Starting materials: S1C(=CC=C1)C=C1C(NC2=CC=CC=C12)=O (3-(2-thienylmethylene)-indolin-2-one), ClCCN=C=S (chloroethylisothiocyanate), [H-].[Na+] (NaH), resultant solution. The solvent is O1CCCC1 (tetrahydrofuran), O1CCCC1 (tetrahydrofuran), O1CCCC1 (tetrahydrofuran). Run at temperature 0 celsius. The product is S1C(=NCC1)N1C(C(C2=CC=CC=C12)=CC=1SC=CC1)=O (1-(4,5-Dihydro-2-thiazolyl)-1,3-dihydro-3-(2-thienylmethylene)-2H-indol-2-one). Reaction SMILES: [H-].[Na+].[S:3]1[CH:7]=[CH:6][CH:5]=[C:4]1[CH:8]=[C:9]1[C:17]2[C:12](=[CH:13][CH:14]=[CH:15][CH:16]=2)[NH:11][C:10]1=[O:18].Cl[CH2:20][CH2:21][N:22]=[C:23]=[S:24]>O1CCCC1>[S:24]1[CH2:20][CH2:21][N:22]=[C:23]1[N:11]1[C:12]2[C:17](=[CH:16][CH:15]=[CH:14][CH:13]=2)[C:9](=[CH:8][C:4]2[S:3][CH:7]=[CH:6][CH:5]=2)[C:10]1=[O:18] |f:0.1|. Procedure: To a stirred suspension of NaH (0.51 gm; 21.1 mmole) in dry tetrahydrofuran (100 ml) is added dropwise a solution of 3-(2-thienylmethylene)-indolin-2-one prepared as described above (4.0 gm; 17.6 mmole) in dry tetrahydrofuran (100 ml). The resultant solution is stirred at room temperature for another hour, after which, it is cooled to 0° C in an ice bath, and a solution of chloroethylisothiocyanate (2.2 gm; 17.6 mmole) in dry tetrahydrofuran (50 ml) is added. The mixture is then heated at reflux... The reactants are N(N)C1=NC(=CC(=N1)C)C1CC1 (2-hydrazino-4-methyl-6-cyclopropylpyrimidine), CCC(=O)C1=CC=CC=C1 (2-methylacetophenone), C(C)O (ethanol). Product: CC1=NC(=NC(=C1)C1CC1)NN=C(C)C1=C(C=CC=C1)C (4-methyl-6-cyclopropyl-2-[1-(2-methylphenyl) -ethylidenehydrazino]-pyrimidine). RXN SMILES: [NH:1]([C:3]1[N:8]=[C:7]([CH3:9])[CH:6]=[C:5]([CH:10]2[CH2:12][CH2:11]2)[N:4]=1)[NH2:2].C[CH2:14][C:15]([C:17]1[CH:22]=[CH:21][CH:20]=[CH:19][CH:18]=1)=O.[CH2:23](O)C>>[CH3:9][C:7]1[CH:6]=[C:5]([CH:10]2[CH2:11][CH2:12]2)[N:4]=[C:3]([NH:1][N:2]=[C:15]([C:17]2[CH:18]=[CH:19][CH:20]=[CH:21][C:22]=2[CH3:23])[CH3:14])[N:8]=1. Reported procedure: 3.3 g of 2-hydrazino-4-methyl-6-cyclopropylpyrimidine and 2.7 g of 2-methylacetophenone are heated to boiling in 40 ml of ethanol and boiled under reflux for 20 hours with stirring. The reaction solution is then cooled and the solvent is evaporated off in vacuo. For purification, the oily residue is chromatographed using hexane/ethyl acetate (2:1) over a column of silica gel. Starting materials: BrC=1C=C(C=C(C1)C)NC1=NC=CC(=N1)C(F)(F)F (N-(3-bromo-5-methylphenyl)-4-(trifluoromethyl)pyrimidin-2-amine), C(C(C)(C)C)(=O)O (pivalic acid), OC(C)(C=1SC=CN1)C1CCC(CC1)(C(=O)OC)C (methyl 4-[1-hydroxy-1-(1,3-thiazol-2-yl)ethyl]-1-methylcyclohexanecarboxylate). The reagents and catalysts are C=1C=CC(=CC1)/C=C/C(=O)/C=C/C2=CC=CC=C2.C=1C=CC(=CC1)/C=C/C(=O)/C=C/C2=CC=CC=C2.C=1C=CC(=CC1)/C=C/C(=O)/C=C/C2=CC=CC=C2.[Pd].[Pd] (tris(dibenzylideneacetone)dipalladium(0)). Run in C(C)OCC (diethyl ether), C(C)(=O)OCC (ethyl acetate), C([O-])(O)=O.[Na+] (sodium bicarbonate), CC(=O)N(C)C (dimethylacetamide). The product is OC(C)(C=1SC(=CN1)C1=CC(=CC(=C1)NC1=NC=CC(=N1)C(F)(F)F)C)C1CCC(CC1)(C(=O)OC)C (methyl 4-{1-hydroxy-1-[5-(3-methyl-5-{[4-(trifluoromethyl)pyrimidin-2-yl]amino}phenyl)-1,3-thiazol-2-yl]ethyl}-1-methylcyclohexanecarboxylate). As a reaction SMILES: Br[C:2]1[CH:3]=[C:4]([NH:9][C:10]2[N:15]=[C:14]([C:16]([F:19])([F:18])[F:17])[CH:13]=[CH:12][N:11]=2)[CH:5]=[C:6]([CH3:8])[CH:7]=1.C(O)(=O)C(C)(C)C.[OH:27][C:28]([CH:35]1[CH2:40][CH2:39][C:38]([CH3:45])([C:41]([O:43][CH3:44])=[O:42])[CH2:37][CH2:36]1)([C:30]1[S:31][CH:32]=[CH:33][N:34]=1)[CH3:29]>CC(N(C)C)=O.C(OCC)C.C(OCC)(=O)C.C(=O)(O)[O-].[Na+].C1C=CC(/C=C/C(/C=C/C2C=CC=CC=2)=O)=CC=1.C1C=CC(/C=C/C(/C=C/C2C=CC=CC=2)=O)=CC=1.C1C=CC(/C=C/C(/C=C/C2C=CC=CC=2)=O)=CC=1.[Pd].[Pd]>[OH:27][C:28]([CH:35]1[CH2:40][CH2:39][C:38]([CH3:45])([C:41]([O:43][CH3:44])=[O:42])[CH2:37][CH2:36]1)([C:30]1[S:31][C:32]([C:2]2[CH:3]=[C:4]([NH:9][C:10]3[N:15]=[C:14]([C:16]([F:19])([F:18])[F:17])[CH:13]=[CH:12][N:11]=3)[CH:5]=[C:6]([CH3:8])[CH:7]=2)=[CH:33][N:34]=1)[CH3:29] |f:6.7,8.9.10.11.12|. Reported procedure: A solution of N-(3-bromo-5-methylphenyl)-4-(trifluoromethyl)pyrimidin-2-amine (41 mg, 0.123 mmol), Cataxium A (8.9 mg, 0.025 mmol), tris(dibenzylideneacetone)dipalladium(0) (5.7 mg, 0.0062 mmol), pivalic acid (0.006 mL, 0.049 mmol) and methyl 4-[1-hydroxy-1-(1,3-thiazol-2-yl)ethyl]-1-methylcyclohexanecarboxylate (peak 3) (51.2 mg, 0.370 mmol) in dimethylacetamide (0.55 mL) was heated at 125° C. for 24 hours. The reaction mixture was then allowed to cool to room temperature and diluted with dieth... Reactants: CC1=CSC=2C1=C1C3=C(NC1=CC2)CCNC3 (1-methyl-7,8,9,10-tetrahydrothieno[3,2-e]pyrido[4,3-b]indole), CN(CCCCl)C (3-dimethylaminopropyl chloride). Solvent: CN(C=O)C (dimethylformamide), CN(C=O)C (dimethylformamide). Yields the product CN(CCCN1CC2=C(NC3=CC=C4C(=C23)C(=CS4)C)CC1)C (9-(3-Dimethylaminopropyl)-1-methyl-7,8,9,10-tetrahydrothieno[3,2-e]pyrido[4,3-b]indole). RXN SMILES: [CH3:1][C:2]1[C:6]2=[C:7]3[C:11](=[CH:12][CH:13]=[C:5]2[S:4][CH:3]=1)[NH:10][C:9]1[CH2:14][CH2:15][NH:16][CH2:17][C:8]3=1.[CH3:18][N:19]([CH3:24])[CH2:20][CH2:21][CH2:22]Cl>CN(C)C=O>[CH3:18][N:19]([CH3:24])[CH2:20][CH2:21][CH2:22][N:16]1[CH2:15][CH2:14][C:9]2[NH:10][C:11]3[C:7]([C:8]=2[CH2:17]1)=[C:6]1[C:2]([CH3:1])=[CH:3][S:4][C:5]1=[CH:13][CH:12]=3. Reported procedure: 10 g of 1-methyl-7,8,9,10-tetrahydrothieno[3,2-e]pyrido[4,3-b]indole, dissolved in 200 ml of dimethylformamide at 90° C., are heated to 90° with a solution of 12 ml of 3-dimethylaminopropyl chloride in 50 ml of dimethylformamide for 3 hours. The reaction mixture is filtered, the filtrate is evaporated and the residue is taken up in chloroform. After washing with water and drying, the organic phase is concentrated, the residue is chromatographed on SiO2 with chloroform/methanol/NH4OH (7:3:0:1) an... Starting materials: CC/C(=C(\C=1C=CC=CC1)/C=2C=CC(=CC2)OCCN(C)C)/C=3C=CC=CC3 (tamoxifen), CI (methyl iodide). The solvent is C(C)(=O)OCC (Ethyl acetate). Yields the product CC/C(=C(\C1=CC=CC=C1)/C2=CC=C(C=C2)OCC[N+](C)(C)C)/C3=CC=CC=C3.[I-] (tamoxifen methiodide). Isolated yield 99.0%. Reaction SMILES: [CH3:1][CH2:2]/[C:3](/[C:23]1[CH:24]=[CH:25][CH:26]=[CH:27][CH:28]=1)=[C:4](/[C:11]1[CH:12]=[CH:13][C:14]([O:17][CH2:18][CH2:19][N:20]([CH3:22])[CH3:21])=[CH:15][CH:16]=1)\[C:5]1[CH:6]=[CH:7][CH:8]=[CH:9][CH:10]=1.[CH3:29][I:30]>C(OCC)(=O)C>[CH3:1][CH2:2]/[C:3](/[C:23]1[CH:28]=[CH:27][CH:26]=[CH:25][CH:24]=1)=[C:4](/[C:11]1[CH:16]=[CH:15][C:14]([O:17][CH2:18][CH2:19][N+:20]([CH3:29])([CH3:22])[CH3:21])=[CH:13][CH:12]=1)\[C:5]1[CH:6]=[CH:7][CH:8]=[CH:9][CH:10]=1.[I-:30] |f:3.4|. Procedure details: Tamoxifen methiodide was prepared by reacting 2.0 g of tamoxifen (Aldrich Chemical Co., St. Louis, Mo.) with methyl iodide at 0° C. for 24 hours. Ethyl acetate was then added to afford a white precipitate, which was recrystallized from methanol to yield >99% tamoxifen methiodide. Tamoxifen benzyl bromide was synthesized by reacting tamoxifen with benzyl bromide. Reactants: NC1=NNC=N1 (3-Amino-1H-1,2,4-triazole), CN(C=O)C (dimethylformamide), OCCCCCN=C=S (5-hydroxypentyl isothiocyanate). The solvent is C(Cl)(Cl)Cl.CO (chloroform methanol). Yields the product NC1=NC=NN1C(=S)NCCCCCO (5-Amino-1-[5-hydroxypentylamino(thiocarbonyl)]-1H-1,2,4-triazole). Isolated yield 18.9%. Reaction SMILES: [NH2:1][C:2]1[N:6]=[CH:5][NH:4][N:3]=1.CN(C)C=O.[OH:12][CH2:13][CH2:14][CH2:15][CH2:16][CH2:17][N:18]=[C:19]=[S:20]>C(Cl)(Cl)Cl.CO>[NH2:1][C:2]1[N:3]([C:19]([NH:18][CH2:17][CH2:16][CH2:15][CH2:14][CH2:13][OH:12])=[S:20])[N:4]=[CH:5][N:6]=1 |f:3.4|. Procedure: The synthesis method of Example 1-(3) was applied. 3-Amino-1H-1,2,4-triazole (4.00 g), dimethylformamide (25 ml) and 5-hydroxypentyl isothiocyanate (9.24 g) were used as reagents. After the reaction, silica gel column chromatography (chloroform-methanol) was applied to give 2.06 g of white crystals (yield 19%). The crystals were subjected to recrystallization from chloroform to give white crystals. The reactants are NCCCN1CCOCC1 (4-(3-aminopropyl)morpholine), O=C1C=2N=CN(C2N=CN1)CCC(=O)OCC (3-(1,6-dihydro-6-oxo-9H-purin-9-yl)propionic acid, ethyl ester). The solvent is C(C)#N (acetonitrile). Conditions: time 2 hour. The product is O=C1C=2N=CN(C2N=CN1)CCC(=O)NCCCN1CCOCC1 (3-(1,6-dihydro-6-oxo-9H-purin-9-yl)-N-[3-(4-morpholinyl)propyl]propanamide). Isolated yield 28.2%. As a reaction SMILES: [NH2:1][CH2:2][CH2:3][CH2:4][N:5]1[CH2:10][CH2:9][O:8][CH2:7][CH2:6]1.[O:11]=[C:12]1[NH:20][CH:19]=[N:18][C:17]2[N:16]([CH2:21][CH2:22][C:23](OCC)=[O:24])[CH:15]=[N:14][C:13]1=2>C(#N)C>[O:11]=[C:12]1[NH:20][CH:19]=[N:18][C:17]2[N:16]([CH2:21][CH2:22][C:23]([NH:1][CH2:2][CH2:3][CH2:4][N:5]3[CH2:10][CH2:9][O:8][CH2:7][CH2:6]3)=[O:24])[CH:15]=[N:14][C:13]1=2. Procedure details: 475 mg (3.29 mmol) of 4-(3-aminopropyl)morpholine was added to a 10 ml round bottom flask equipped with a magnetic stirring bar. The flask was heated to 100°-120° C. and 250 mg (1,06 mmol) of 3-(1,6-dihydro-6-oxo-9H-purin-9-yl)propionic acid, ethyl ester AIT-0027 was added to the stirring flask. Heating was continued for two hours. The solution was allowed to cool to room temperature and was then treated with 8 ml acetonitrile with stirring. A white precipitate formed and the solution was filter... Reactants: CI, O=c1c2ccc(Br)cc2c(-c2ccccc2)c(CO)n1Cc1ccc2c(c1)OCO2. Yields the product COCc1c(-c2ccccc2)c2cc(Br)ccc2c(=O)n1Cc1ccc2c(c1)OCO2. As a reaction SMILES: [CH3:31][I:32].[O:1]1[CH2:2][O:3][c:4]2[c:5]1[cH:6][cH:7][c:8]([CH2:10][n:11]1[c:12](=[O:30])[c:13]3[cH:14][cH:15][c:16]([Br:29])[cH:17][c:18]3[c:19](-[c:23]3[cH:24][cH:25][cH:26][cH:27][cH:28]3)[c:20]1[CH2:21][OH:22])[cH:9]2>>[O:1]1[CH2:2][O:3][c:4]2[c:5]1[cH:6][cH:7][c:8]([CH2:10][n:11]1[c:12](=[O:30])[c:13]3[cH:14][cH:15][c:16]([Br:29])[cH:17][c:18]3[c:19](-[c:23]3[cH:24][cH:25][cH:26][cH:27][cH:28]3)[c:20]1[CH2:21][O:22][CH3:31])[cH:9]2. The solvent is O1CCOCC1 (dioxane). Reaction SMILES: [Cl:1][C:2]1[C:3]([N:11]2[CH2:16][CH2:15][NH:14][C@H:13]([CH3:17])[CH2:12]2)=[N:4][CH:5]=[C:6]([CH2:8][O:9][CH3:10])[CH:7]=1.Cl[C:19]1[NH:23][C:22]2[CH:24]=[C:25]([C:28]([F:31])([F:30])[F:29])[CH:26]=[CH:27][C:21]=2[N:20]=1>O1CCOCC1>[Cl:1][C:2]1[C:3]([N:11]2[CH2:16][CH2:15][N:14]([C:19]3[NH:20][C:21]4[CH:27]=[CH:26][C:25]([C:28]([F:31])([F:30])[F:29])=[CH:24][C:22]=4[N:23]=3)[C@H:13]([CH3:17])[CH2:12]2)=[N:4][CH:5]=[C:6]([CH2:8][O:9][CH3:10])[CH:7]=1. The product is ClC=1C(=NC=C(C1)COC)N1C[C@H](N(CC1)C1=NC2=C(N1)C=CC(=C2)C(F)(F)F)C (2-[(2R)-4-(3-Chloro-5-methoxymethyl-pyridin-2-yl)-2-methyl-piperazin-1-yl]-5-trifluoromethyl-1H-benzoimidazole). Starting materials: ClC=1C(=NC=C(C1)COC)N1C[C@H](NCC1)C ((3R)-1-(3-Chloro-5-methoxymethyl-pyridin-2-yl)-3-methyl-piperazine), ClC1=NC2=C(N1)C=C(C=C2)C(F)(F)F (2-chloro-6-trifluoromethyl-1H-benzoimidazole). Procedure details: A mixture of (3R)-1-(3-chloro-5-methoxymethyl-pyridin-2-yl)-3-methyl-piperazine from step (b) above (153 mg, 0.6 mmol) and 2-chloro-6-trifluoromethyl-1H-benzoimidazole (153 mg, 0.48 mmol, Example 1c) in dioxane (2 mL) reacted under the conditions of Example 3c to give the title compound. MS (ESI, pos. ion) m/z: 440 (M+1).